This data is from the Open Reaction Database (ORD), a public repository of structured organic reaction records. The task is: describe an organic reaction: reactants, conditions, products, and yield RXN SMILES: [C:1]([CH3:2])([CH3:3])([CH3:4])[O:5][C:6]([CH2:7][CH:8]([C:9](=[O:10])[N:11]([CH3:12])[O:13][CH3:14])[NH:15][S:16](=[O:17])(=[O:18])[c:19]1[c:20]([O:29][CH2:30][c:31]2[cH:32][cH:33][cH:34][cH:35][cH:36]2)[cH:21][c:22]([NH:25][C:26]([CH3:27])=[O:28])[cH:23][cH:24]1)=[O:37].[CH3:40][OH:41].[H:38][H:39]>>[C:1]([CH3:2])([CH3:3])([CH3:4])[O:5][C:6]([CH2:7][CH:8]([C:9](=[O:10])[N:11]([CH3:12])[O:13][CH3:14])[NH:15][S:16](=[O:17])(=[O:18])[c:19]1[c:20]([OH:29])[cH:21][c:22]([NH:25][C:26]([CH3:27])=[O:28])[cH:23][cH:24]1)=[O:37]. The product is CON(C)C(=O)C(CC(=O)OC(C)(C)C)NS(=O)(=O)c1ccc(NC(C)=O)cc1O. The reactants are CON(C)C(=O)C(CC(=O)OC(C)(C)C)NS(=O)(=O)c1ccc(NC(C)=O)cc1OCc1ccccc1, CO, [H][H]. The reactants are CS(=O)(=O)OC1CCN(c2ccc(Br)cn2)C1, O=C([O-])[O-], CCOC(C)=O, Cl, [Cs+], [Cs+], FC1CCNC1, CN(C)C=O. Product: FC1CCN(C2CCN(c3ccc(Br)cn3)C2)C1. RXN SMILES: [Br:1][c:2]1[cH:3][cH:4][c:5]([N:8]2[CH2:9][CH:10]([O:13][S:14]([CH3:15])(=[O:16])=[O:17])[CH2:11][CH2:12]2)[n:6][cH:7]1.[C:25](=[O:26])([O-:27])[O-:28].[CH3:36][CH2:37][O:38][C:39]([CH3:40])=[O:41].[ClH:18].[Cs+:29].[Cs+:30].[F:19][CH:20]1[CH2:21][NH:22][CH2:23][CH2:24]1.[O:31]=[CH:32][N:33]([CH3:34])[CH3:35]>>[Br:1][c:2]1[cH:3][cH:4][c:5]([N:8]2[CH2:9][CH:10]([N:22]3[CH2:21][CH:20]([F:19])[CH2:24][CH2:23]3)[CH2:11][CH2:12]2)[n:6][cH:7]1.